Dataset: the Open Reaction Database (ORD), a public repository of structured organic reaction records. Task: describe an organic reaction: reactants, conditions, products, and yield The product is C(CCC)[Sn](\C=C\C(CCCCCCCC)O)(CCCC)CCCC (1-(tributylstannyl)-1E-undecen-3-ol). Reaction conditions: temperature 120 celsius. Reactants: C#CC(CCCCCCCC)O (1-undecyn-3-ol), C(CCC)[SnH](CCCC)CCCC (tri-n-butyltin hydride), azoisobutyronitrile, crude product. Procedure: To 0.07 g (0.42 mmol) of the titled product of Example 7 is added 0.15 g (0.5 mmol) of tri-n-butyltin hydride and 20 mg of azoisobutyronitrile (AIBN). The reaction mixture was heated to 120° C. for 2 hours. Afterwards, it was cooled to room temperature and pumped at high vacuum overnight. The crude reaction mixture was then heated to 90° C. and maintained at high vacuum for 2 additional hours. Upon cooling to room temperature, the crude product was used as is. Reaction SMILES: [CH:1]#[C:2][CH:3]([OH:12])[CH2:4][CH2:5][CH2:6][CH2:7][CH2:8][CH2:9][CH2:10][CH3:11].[CH2:13]([SnH:17]([CH2:22][CH2:23][CH2:24][CH3:25])[CH2:18][CH2:19][CH2:20][CH3:21])[CH2:14][CH2:15][CH3:16]>>[CH2:22]([Sn:17]([CH2:13][CH2:14][CH2:15][CH3:16])([CH2:18][CH2:19][CH2:20][CH3:21])/[CH:1]=[CH:2]/[CH:3]([OH:12])[CH2:4][CH2:5][CH2:6][CH2:7][CH2:8][CH2:9][CH2:10][CH3:11])[CH2:23][CH2:24][CH3:25]. Reactants: (1R-cis)-1,2,2-trimethylcyclopentane-1,3-dicarboxylic acid 3-methyl ester, COC(C1(C)C(C)(C)C(C(=O)O)CC1)=O (Camphoric acid methyl ester), Cl.COC([C@H](N)CC1=CC=C(C=C1)NC(C1=C(C=CC=C1Cl)Cl)=O)=O (4-[(2,6-dichlorobenzoyl)amino]-D-phenylalanine methyl ester, hydrochloride salt). Product: N[C@H](CC1=CC=CC=C1)C(=O)O (D-Phenylalanine). As a reaction SMILES: COC(=O)C1(CCC(C(O)=O)C1(C)C)C.Cl.C[O:18][C:19](=[O:40])[C@@H:20]([CH2:22][C:23]1[CH:28]=[CH:27][C:26](NC(=O)C2C(Cl)=CC=CC=2Cl)=[CH:25][CH:24]=1)[NH2:21]>>[NH2:21][C@@H:20]([C:19]([OH:40])=[O:18])[CH2:22][C:23]1[CH:28]=[CH:27][CH:26]=[CH:25][CH:24]=1 |f:1.2|. Procedure details: The preparation follows that of Preparation 37-C-8. The starting materials are (1R-cis)-1,2,2-trimethylcyclopentane-1,3-dicarboxylic acid 3-methyl ester, 10-A, and 4-[(2,6-dichlorobenzoyl)amino]-D-phenylalanine methyl ester, hydrochloride salt, 37-B-2. Physical properties as follows: m.p.155-159° C.; 1H NMR(300 MHz, DMSO-d6). δ12.4(1H), 10.6(1H), 7.51(5H), 7.19(3H), 4.42(1H), 2.99(2H), 2.64(1H), 2.26(1H), 1.94(1H), 1.68(1H), 1.29(1H), 1.17(3H), 1.05(3H), 0.51(3H) MS−ESI (m/z): 533([M−H−]). The reactants are C(C)(=O)O[C@@H]1[C@]2(C)[C@@H](CC1)[C@@H]1CCC3=C[C@H](CC[C@]3(COC(C)=O)[C@H]1CC2)O (4-androstene-3β,17β,19-triol 17,19-diacetate), C[Si](Cl)(C)C (trimethylchlorosilane), N1=CC=CC=C1 (pyridine). The solvent is C1(=CC=CC=C1)C (toluene). Product: C(C)(=O)O[C@@H]1[C@]2(C)[C@@H](CC1)[C@@H]1CCC3=C[C@H](CC[C@]3(COC(C)=O)[C@H]1CC2)O[Si](C)(C)C (3β-trimethylsiloxy-4-androstene-17β,19-diol 17,19-diacetate). RXN SMILES: [C:1]([O:4][C@H:5]1[CH2:10][CH2:9][C@H:8]2[C@H:11]3[C@H:25]([CH2:26][CH2:27][C@:6]12[CH3:7])[C@:19]1([CH2:20][O:21][C:22](=[O:24])[CH3:23])[C:14](=[CH:15][C@@H:16]([OH:28])[CH2:17][CH2:18]1)[CH2:13][CH2:12]3)(=[O:3])[CH3:2].[CH3:29][Si:30]([CH3:33])([CH3:32])Cl.N1C=CC=CC=1>C1(C)C=CC=CC=1>[C:1]([O:4][C@H:5]1[CH2:10][CH2:9][C@H:8]2[C@H:11]3[C@H:25]([CH2:26][CH2:27][C@:6]12[CH3:7])[C@:19]1([CH2:20][O:21][C:22](=[O:24])[CH3:23])[C:14](=[CH:15][C@@H:16]([O:28][Si:30]([CH3:33])([CH3:32])[CH3:29])[CH2:17][CH2:18]1)[CH2:13][CH2:12]3)(=[O:3])[CH3:2]. Procedure: A solution of 4-androstene-3β,17β,19-triol 17,19-diacetate, trimethylchlorosilane and pyridine in toluene is refluxed for 24 hours. The solid is removed by filtration and the filtrate reduced to dryness under vacuum. The oil is crystallized from hexane to yield 3β-trimethylsiloxy-4-androstene-17β,19-diol 17,19-diacetate. This produce is refluxed one hour with 1 equivalent of sodium bicarbonate in 10% aqueous methanol. The solution is poured onto water. The solid which forms is filtered, dried, a...